This data is from the Open Reaction Database (ORD), a public repository of structured organic reaction records. The task is: describe an organic reaction: reactants, conditions, products, and yield The reactants are C=Cc1ccccc1, Cc1ccccc1, C[SiH](Cl)Cl, [Pt], O=S(=O)(O)c1ccccc1. Product: Cl[SiH](Cl)CCCc1ccccc1. RXN SMILES: [CH2:1]=[CH:2][c:3]1[cH:4][cH:5][cH:6][cH:7][cH:8]1.[CH3:24][c:25]1[cH:26][cH:27][cH:28][cH:29][cH:30]1.[CH3:9][SiH:10]([Cl:11])[Cl:12].[Pt:23].[c:13]1([S:14]([OH:15])(=[O:16])=[O:17])[cH:18][cH:19][cH:20][cH:21][cH:22]1>>[CH2:1]([CH2:2][c:3]1[cH:4][cH:5][cH:6][cH:7][cH:8]1)[CH2:9][SiH:10]([Cl:11])[Cl:12]. The reactants are ClC1=C(C=CC=C1)C(C(C)=O)=O (1-(2-chlorophenyl)propane-1,2-dione), C(C)(=O)O (acetic acid), BrBr (bromine). Solvent: C(Cl)(Cl)Cl (CHCl3). Run at temperature 60 celsius. Product: BrCC(C(=O)C1=C(C=CC=C1)Cl)=O (3-bromo-1-(2-chlorophenyl)propane-1,2-dione). As a reaction SMILES: [Cl:1][C:2]1[CH:7]=[CH:6][CH:5]=[CH:4][C:3]=1[C:8](=[O:12])[C:9](=[O:11])[CH3:10].C(O)(=O)C.[Br:17]Br>C(Cl)(Cl)Cl>[Br:17][CH2:10][C:9](=[O:11])[C:8]([C:3]1[CH:4]=[CH:5][CH:6]=[CH:7][C:2]=1[Cl:1])=[O:12]. Procedure: A mixture of 1-(2-chlorophenyl)propane-1,2-dione (1.2592 g, 6.9 mmol), glacial acetic acid (0.20 mL, 3.4 mmol, 0.5 eq), and bromine (0.35 mL, 6.8 mmol, 1 eq) in CHCl3 (17 mL) was heated at 60° C. for 12 h. The mixture was concentrated under reduced pressure to provide 3-bromo-1-(2-chlorophenyl)propane-1,2-dione as yellow liquid. The yellow liquid was carried on crude without purification for the next step. 1H NMR (CDCl3) δ ppm 7.71 (1H, dd, J=7.8, 1.6 Hz), 7.53-7.59 (1H, m), 7.40-7.49 (2H, m), 4... The reactants are BrC1=CC=C(CN2CCSCC2)C=C1 (4-(4-bromobenzyl)-thiomorpholine), ClC1=CC(=CC=C1)C(=O)OO (m-chloroperbenzoic acid). Run in C(Cl)Cl (DCM). Conditions: time 1 hour. The product is BrC1=CC=C(CN2CCS(CC2)=O)C=C1 (4-(4-Bromobenzyl)-thiomorpholine 1-oxide). The yield is 59.0%. Reaction SMILES: [Br:1][C:2]1[CH:14]=[CH:13][C:5]([CH2:6][N:7]2[CH2:12][CH2:11][S:10][CH2:9][CH2:8]2)=[CH:4][CH:3]=1.ClC1C=CC=C(C(OO)=[O:23])C=1>C(Cl)Cl>[Br:1][C:2]1[CH:14]=[CH:13][C:5]([CH2:6][N:7]2[CH2:8][CH2:9][S:10](=[O:23])[CH2:11][CH2:12]2)=[CH:4][CH:3]=1. Procedure: A mixture of 4-(4-bromobenzyl)-thiomorpholine (0.20 g, 0.735 mmol) was dissolved in DCM (10 mL) under a nitrogen atmosphere and m-chloroperbenzoic acid (0.13 g, 0.74 mmol) was added portionwise. The reaction mixture was stirred at room temperature for 1 h then purified by flash chromatography (silica, Biotage 50 g column, 0-75% (10% methanol in DCM)) to afford the title compound (0.125 g, 59%). 1H NMR (DMSO-D6, 400 MHz): 7.55-7.49 (m, 2H), 7.31-7.25 (m, 2H), 3.53 (s, 2H), 2.92-2.80 (m, 4H), 2.78... The reactants are COC(=O)c1ccc(OCCc2nc(-c3ccc(C(F)(F)F)cc3)sc2C)cc1, CO, NN, O. Yields the product Cc1sc(-c2ccc(C(F)(F)F)cc2)nc1CCOc1ccc(C(=O)NN)cc1. RXN SMILES: [CH3:1][O:2][C:3]([c:4]1[cH:5][cH:6][c:7]([O:10][CH2:11][CH2:12][c:13]2[n:14][c:15](-[c:19]3[cH:20][cH:21][c:22]([C:25]([F:26])([F:27])[F:28])[cH:23][cH:24]3)[s:16][c:17]2[CH3:18])[cH:8][cH:9]1)=[O:29].[CH3:33][OH:34].[NH2:30][NH2:31].[OH2:32]>>[O:2]=[C:3]([c:4]1[cH:5][cH:6][c:7]([O:10][CH2:11][CH2:12][c:13]2[n:14][c:15](-[c:19]3[cH:20][cH:21][c:22]([C:25]([F:26])([F:27])[F:28])[cH:23][cH:24]3)[s:16][c:17]2[CH3:18])[cH:8][cH:9]1)[NH:30][NH2:31]. Starting materials: CC(=O)O[BH-](OC(C)=O)OC(C)=O, CC1(C)CC(c2c[nH]c3c(C(N)=O)cc(-c4csc(C=O)c4)cc23)CCS1(=O)=O, CC(=O)O, CNC, CS(C)=O, [Na+]. Yields the product CN(C)Cc1cc(-c2cc(C(N)=O)c3[nH]cc(C4CCS(=O)(=O)C(C)(C)C4)c3c2)cs1. As a reaction SMILES: [C:37]([O:38][BH-:39]([O:40][C:41](=[O:42])[CH3:43])[O:44][C:45](=[O:46])[CH3:47])(=[O:48])[CH3:49].[CH3:1][C:2]1([CH3:29])[S:3](=[O:27])(=[O:28])[CH2:4][CH2:5][CH:6]([c:8]2[cH:9][nH:10][c:11]3[c:12]([C:24](=[O:25])[NH2:26])[cH:13][c:14](-[c:17]4[cH:18][s:19][c:20]([CH:22]=[O:23])[cH:21]4)[cH:15][c:16]23)[CH2:7]1.[CH3:30][C:31](=[O:32])[OH:33].[CH3:34][NH:35][CH3:36].[CH3:51][S:52](=[O:53])[CH3:54].[Na+:50]>>[CH3:1][C:2]1([CH3:29])[S:3](=[O:27])(=[O:28])[CH2:4][CH2:5][CH:6]([c:8]2[cH:9][nH:10][c:11]3[c:12]([C:24](=[O:25])[NH2:26])[cH:13][c:14](-[c:17]4[cH:18][s:19][c:20]([CH2:22][N:35]([CH3:34])[CH3:36])[cH:21]4)[cH:15][c:16]23)[CH2:7]1. Starting materials: C(C(=O)O)(=O)O (oxalic acid), ClC(C=O)(C(C)C)Cl (2,2-dichloro-3-methylbutyraldehyde), N (ammonia), COC1=CC=C(COCC=O)C=C1 (p-methoxybenzyloxyacetaldehyde), C(C)#N (acetonitrile). Solvent: C(C)(=O)OCC (ethyl acetate). Conditions: time 4 day. Yields the product C(C)(C)C=1N=C(NC1)COCC1=CC=C(C=C1)OC (4-isopropyl-2-(p-methoxybenzyloxymethyl)-1H-imidazole). Isolated yield 69.0%. RXN SMILES: [CH3:1][O:2][C:3]1[CH:13]=[CH:12][C:6]([CH2:7][O:8][CH2:9][CH:10]=O)=[CH:5][CH:4]=1.Cl[C:15](Cl)([CH:18]([CH3:20])[CH3:19])[CH:16]=O.[NH3:22].C(O)(=O)C(O)=O.C(#[N:31])C>C(OCC)(=O)C>[CH:18]([C:15]1[N:22]=[C:10]([CH2:9][O:8][CH2:7][C:6]2[CH:5]=[CH:4][C:3]([O:2][CH3:1])=[CH:13][CH:12]=2)[NH:31][CH:16]=1)([CH3:20])[CH3:19]. Reported procedure: (2)In 970 ml of acetonitrile was dissolved 175 g (0.968 mol) of p-methoxybenzyloxyacetaldehyde (2d), followed by addition of 150 g (0.968 mol)of 2,2-dichloro-3-methylbutyraldehyde (1). Then, 1300 ml of 28% aqueous ammonia was further added dropwise under ice-cooling. After completion of dropwise addition, the mixture was allowed to stand at room temperature for 4 days. This reaction mixture was concentrated under reduced pressure and extracted with methylene chloride. The organic layer was washe... Reactants: N1(CCC1)CCN1C(=NC(=C1)C=1C=NC=C(C1)C(F)(F)F)C1CCN(CC1)C1=C(C(=NC=N1)N)CC (6-(4-(1-(2-(azetidin-1-yl)ethyl)-4-(5-(trifluoromethyl)pyridin-3-yl)-1H-imidazol-2-yl)piperidin-1-yl)-5-ethylpyrimidin-4-amine), N1(CCC1)CCN1C(=NC(=C1)C=1C=NC=C(C1)C)C1CCNCC1 (3-(1-(2-(azetidin-1-yl)ethyl)-2-(piperidin-4-yl)-1H-imidazol-4-yl)-5-methylpyridine). The product is N1(CCC1)CCN1C(=NC(=C1)C=1C=NC=C(C1)C)C1CCN(CC1)C1=C(C(=NC=N1)N)CC (6-(4-(1-(2-(azetidin-1-yl)ethyl)-4-(5-methylpyridin-3-yl)-1H-imidazol-2-yl)piperidin-1-yl)-5-ethylpyrimidin-4-amine). RXN SMILES: [N:1]1([CH2:5][CH2:6][N:7]2[CH:11]=[C:10]([C:12]3[CH:13]=[N:14][CH:15]=[C:16]([C:18](F)(F)F)[CH:17]=3)[N:9]=[C:8]2[CH:22]2[CH2:27][CH2:26][N:25]([C:28]3[N:33]=[CH:32][N:31]=[C:30]([NH2:34])[C:29]=3[CH2:35][CH3:36])[CH2:24][CH2:23]2)[CH2:4][CH2:3][CH2:2]1.N1(CCN2C=C(C3C=NC=C(C)C=3)N=C2C2CCNCC2)CCC1>>[N:1]1([CH2:5][CH2:6][N:7]2[CH:11]=[C:10]([C:12]3[CH:13]=[N:14][CH:15]=[C:16]([CH3:18])[CH:17]=3)[N:9]=[C:8]2[CH:22]2[CH2:27][CH2:26][N:25]([C:28]3[N:33]=[CH:32][N:31]=[C:30]([NH2:34])[C:29]=3[CH2:35][CH3:36])[CH2:24][CH2:23]2)[CH2:4][CH2:3][CH2:2]1. Reported procedure: The title compound was prepared in an analogous manner as 6-(4-(1-(2-(azetidin-1-yl)ethyl)-4-(5-(trifluoromethyl)pyridin-3-yl)-1H-imidazol-2-yl)piperidin-1-yl)-5-ethylpyrimidin-4-amine of using 3-(1-(2-(azetidin-1-yl)ethyl)-2-(piperidin-4-yl)-1H-imidazol-4-yl)-5-methylpyridine instead of 3-(1-(2-(azetidin-1-yl)ethyl)-2-(piperidin-4-yl)-1H-imidazol-4-yl)-5-(trifluoromethyl)pyridine hydrochloride salt. LC-MS: (M+1=447, obsd.=447). Starting materials: CC1=CC=2N(C=C1)C(=NN2)C2=NC1=C(C=CC=C1C=C2)O (2-(7-methyl-[1,2,4]triazolo[4,3-a]pyridin-3-yl)quinolin-8-ol), C(C)(C)(C)OC(=O)N1CCC2(CO2)CC1 (tert-butyl-1-oxa-6-azaspiro[2.5]octane-6-carboxylate), C([O-])([O-])=O.[Cs+].[Cs+] (cesium carbonate). Run in CC(=O)N(C)C (dimethylacetamide). Reaction conditions: temperature 98 celsius. Yields the product OC1(CCN(CC1)C(=O)OC(C)(C)C)COC=1C=CC=C2C=CC(=NC12)C1=NN=C2N1C=CC(=C2)C (tert-butyl 4-hydroxy-4-((2-(7-methyl-[1,2,4]triazolo[4,3-a]pyridin-3-yl)quinolin-8-yloxy)methyl)piperidine-1-carboxylate). Yield: 48.2%. As a reaction SMILES: [CH3:1][C:2]1[CH:7]=[CH:6][N:5]2[C:8]([C:11]3[CH:20]=[CH:19][C:18]4[C:13](=[C:14]([OH:21])[CH:15]=[CH:16][CH:17]=4)[N:12]=3)=[N:9][N:10]=[C:4]2[CH:3]=1.[C:22]([O:26][C:27]([N:29]1[CH2:36][CH2:35][C:32]2([O:34][CH2:33]2)[CH2:31][CH2:30]1)=[O:28])([CH3:25])([CH3:24])[CH3:23].C(=O)([O-])[O-].[Cs+].[Cs+]>CC(N(C)C)=O>[OH:34][C:32]1([CH2:33][O:21][C:14]2[CH:15]=[CH:16][CH:17]=[C:18]3[C:13]=2[N:12]=[C:11]([C:8]2[N:5]4[CH:6]=[CH:7][C:2]([CH3:1])=[CH:3][C:4]4=[N:10][N:9]=2)[CH:20]=[CH:19]3)[CH2:31][CH2:30][N:29]([C:27]([O:26][C:22]([CH3:25])([CH3:24])[CH3:23])=[O:28])[CH2:36][CH2:35]1 |f:2.3.4|. Reported procedure: A mixture of 2-(7-methyl-[1,2,4]triazolo[4,3-a]pyridin-3-yl)quinolin-8-ol (prepared according to Example 1; 20 mg, 0.72 mmol), tert-butyl-1-oxa-6-azaspiro[2.5]octane-6-carboxylate (178 mg, 0.83 mmol) and cesium carbonate (472 mg, 1.5 mmol) in dimethylacetamide (2.5 mL) was heated to 98° C. overnight. The mixture cooled to ambient temperature, filtered through celite and concentrated under reduced pressure. The residue was purified by silica gel chromatography with a gradient of dichloromethane t... Starting materials: FC=1C=C(C=C(C1)F)/C=C/C(=O)C=1C=CC(NC1)=O ((E)-5-(3-(3,5-difluorophenyl)acryloyl)pyridin-2(1H)-one), IC (iodomethane), C([O-])([O-])=O.[K+].[K+] (potassium carbonate). The product is FC=1C=C(C=C(C1)F)/C=C/C(=O)C=1C=CC(N(C1)C)=O ((E)-5-(3-(3,5-Difluorophenyl)acryloyl)-1-methylpyridin-2(1H)-one). As a reaction SMILES: [F:1][C:2]1[CH:3]=[C:4](/[CH:9]=[CH:10]/[C:11]([C:13]2[CH:14]=[CH:15][C:16](=[O:19])[NH:17][CH:18]=2)=[O:12])[CH:5]=[C:6]([F:8])[CH:7]=1.IC.[C:22](=O)([O-])[O-].[K+].[K+]>>[F:8][C:6]1[CH:5]=[C:4](/[CH:9]=[CH:10]/[C:11]([C:13]2[CH:14]=[CH:15][C:16](=[O:19])[N:17]([CH3:22])[CH:18]=2)=[O:12])[CH:3]=[C:2]([F:1])[CH:7]=1 |f:2.3.4|. Reported procedure: In analogy to example 161, step 1, (E)-5-(3-(3,5-difluorophenyl)acryloyl)pyridin-2(1H)-one was reacted with iodomethane in the presence of potassium carbonate to give the title compound as a light yellow solid. MS (ESI+): m/z=276.1 [M+H]+.